Dataset: the Open Reaction Database (ORD), a public repository of structured organic reaction records. Task: describe an organic reaction: reactants, conditions, products, and yield Reactants: C(=O)(OC(C)(C)C)N[C@H]([C@H](C[C@H](C(=O)O)CC1=CC=C(C=C1)OCC1=CC=CC=C1)O)CC1=CC=C(C=C1)OCCOC (5(S)-(Boc-amino)-4(S)-hydroxy-6-[p-(2-methoxyethoxy)-phenyl]-2(R)-[(p-benzyloxyphenyl)methyl]hexanoic acid), C(C)(C)(C)[Si](Cl)(C)C (tert-butyldimethylchlorosilane), N1C=NC=C1 (imidazole). Solvent: CN(C)C=O (DMF). Conditions: time 3 hour. Product: C(=O)(OC(C)(C)C)N[C@H]([C@H](C[C@H](C(=O)O)CC1=CC=C(C=C1)OCC1=CC=CC=C1)O[Si](C)(C)C(C)(C)C)CC1=CC=C(C=C1)OCCOC (5(S)-(Boc-Amino)-4(S)-(tert-butyldimethylsilyloxy)-6-[p-(2-methoxyethoxy)phenyl]-2(R)-[(p-benzyloxyphenyl)methyl]hexanoic acid). As a reaction SMILES: [C:1]([NH:8][C@@H:9]([CH2:32][C:33]1[CH:38]=[CH:37][C:36]([O:39][CH2:40][CH2:41][O:42][CH3:43])=[CH:35][CH:34]=1)[C@@H:10]([OH:31])[CH2:11][C@@H:12]([CH2:16][C:17]1[CH:22]=[CH:21][C:20]([O:23][CH2:24][C:25]2[CH:30]=[CH:29][CH:28]=[CH:27][CH:26]=2)=[CH:19][CH:18]=1)[C:13]([OH:15])=[O:14])([O:3][C:4]([CH3:7])([CH3:6])[CH3:5])=[O:2].[C:44]([Si:48]([CH3:51])([CH3:50])Cl)([CH3:47])([CH3:46])[CH3:45].N1C=CN=C1>CN(C=O)C>[C:1]([NH:8][C@@H:9]([CH2:32][C:33]1[CH:34]=[CH:35][C:36]([O:39][CH2:40][CH2:41][O:42][CH3:43])=[CH:37][CH:38]=1)[C@@H:10]([O:31][Si:48]([C:44]([CH3:47])([CH3:46])[CH3:45])([CH3:51])[CH3:50])[CH2:11][C@@H:12]([CH2:16][C:17]1[CH:22]=[CH:21][C:20]([O:23][CH2:24][C:25]2[CH:30]=[CH:29][CH:28]=[CH:27][CH:26]=2)=[CH:19][CH:18]=1)[C:13]([OH:15])=[O:14])([O:3][C:4]([CH3:6])([CH3:5])[CH3:7])=[O:2]. Procedure details: 3.85 g (6.48 mmol) of 5(S)-(Boc-amino)-4(S)-hydroxy-6-[p-(2-methoxyethoxy)-phenyl]-2(R)-[(p-benzyloxyphenyl)methyl]hexanoic acid in 11 ml of DMF are silylated, at RT for 16 h and under a protective gas, with 4.49 g (29.8 mmol) of tert-butyldimethylchlorosilane and 3.6 g (53.1 mmol) of imidazole. The reaction mixture is poured onto ice-water and the whole is extracted 3 times with ethyl acetate. The organic phases are washed with 10% citric acid solution, 2 times with water and with saline, dried...